From a dataset of the Open Reaction Database (ORD), a public repository of structured organic reaction records. describe an organic reaction: reactants, conditions, products, and yield The solvent is CC(=O)C (acetone), O (water). Starting materials: OC1=C(C=CC(=C1)C(F)(F)F)C1=CC(=NC=N1)OC1=CC=CC2=C1N=C(S2)NC(C)=O (N-(4-(6-(2-hydroxy-4-(trifluoromethyl)phenyl)pyrimidin-4-yloxy)benzo[d]thiazol-2-yl)-acetamide), Cl.ClCCC1N(CCC1)C (2-(2-chloroethyl)-1-methylpyrrolidine hydrochloride), C([O-])([O-])=O.[Na+].[Na+] (sodium carbonate), [I-].[Na+] (sodium iodide). The product is CN1C(CCC1)CCOC1=C(C=CC(=C1)C(F)(F)F)C1=CC(=NC=N1)OC1=CC=CC2=C1N=C(S2)NC(C)=O (N-(4-(6-(2-(2-(1-Methylpyrrolidin-2-yl)ethoxy)-4-(trifluoromethyl)phenyl)pyrimidin-4-yloxy)benzo[d]thiazol-2-yl)acetamide). RXN SMILES: [OH:1][C:2]1[CH:7]=[C:6]([C:8]([F:11])([F:10])[F:9])[CH:5]=[CH:4][C:3]=1[C:12]1[N:17]=[CH:16][N:15]=[C:14]([O:18][C:19]2[C:24]3[N:25]=[C:26]([NH:28][C:29](=[O:31])[CH3:30])[S:27][C:23]=3[CH:22]=[CH:21][CH:20]=2)[CH:13]=1.Cl.Cl[CH2:34][CH2:35][CH:36]1[CH2:40][CH2:39][CH2:38][N:37]1[CH3:41].C(=O)([O-])[O-].[Na+].[Na+].[I-].[Na+]>O.CC(C)=O>[CH3:41][N:37]1[CH2:38][CH2:39][CH2:40][CH:36]1[CH2:35][CH2:34][O:1][C:2]1[CH:7]=[C:6]([C:8]([F:11])([F:9])[F:10])[CH:5]=[CH:4][C:3]=1[C:12]1[N:17]=[CH:16][N:15]=[C:14]([O:18][C:19]2[C:24]3[N:25]=[C:26]([NH:28][C:29](=[O:31])[CH3:30])[S:27][C:23]=3[CH:22]=[CH:21][CH:20]=2)[CH:13]=1 |f:1.2,3.4.5,6.7|. Procedure: A mixture of N-(4-(6-(2-hydroxy-4-(trifluoromethyl)phenyl)pyrimidin-4-yloxy)benzo[d]thiazol-2-yl)-acetamide (89 mg, 0.2 mmol, prepared as described in WO04014871), 2-(2-chloroethyl)-1-methylpyrrolidine hydrochloride (56 mg, 0.3 mmol, Aldrich), sodium carbonate (62 mg, 0.6 mmol, Aldrich), sodium iodide (45 mg, 0.3 mmol) and acetone (1 mL) was heated in a microwave synthesizer at 150° C. for 40 min. The reaction mixture diluted with water (10 mL) and extracted with EtOAc (2×20 mL). The combined or... Reaction conditions: temperature 150 celsius.